From a dataset of the Open Reaction Database (ORD), a public repository of structured organic reaction records. describe an organic reaction: reactants, conditions, products, and yield The reactants are FC(C(=O)N1C(O[C@@H]([C@H]1CF)C1=CC=C(C=C1)C=1C=NC(=CC1)CNCCCF)(C)C)F (2,2-Difluoro-1-[(4S,5R)-4-fluoromethyl-5-(4-{6-[(3-fluoro-propylamino)-methyl]-pyridin-3-yl}-phenyl)-2,2-dimethyl-oxazolidin-3-yl]-ethanone), FC(C(=O)O)(F)F (trifluoroacetic acid). Solvent: C(Cl)Cl (CH2Cl2). Run at time 5 hour. The product is FC(C(=O)N[C@H]([C@H](O)C1=CC=C(C=C1)C=1C=NC(=CC1)CNCCCF)CF)F (2,2-Difluoro-N-[(1R,2R)-1-fluoromethyl-2-(4-{6-[(3-fluoro-propylamino)-methyl]-pyridin-3-yl}-phenyl)-2-hydroxy-ethyl]acetamide). Yield: 33.0%. RXN SMILES: [F:1][CH:2]([F:32])[C:3]([N:5]1[C@H:9]([CH2:10][F:11])[C@@H:8]([C:12]2[CH:17]=[CH:16][C:15]([C:18]3[CH:19]=[N:20][C:21]([CH2:24][NH:25][CH2:26][CH2:27][CH2:28][F:29])=[CH:22][CH:23]=3)=[CH:14][CH:13]=2)[O:7]C1(C)C)=[O:4].FC(F)(F)C(O)=O>C(Cl)Cl>[F:32][CH:2]([F:1])[C:3]([NH:5][C@@H:9]([CH2:10][F:11])[C@@H:8]([C:12]1[CH:13]=[CH:14][C:15]([C:18]2[CH:19]=[N:20][C:21]([CH2:24][NH:25][CH2:26][CH2:27][CH2:28][F:29])=[CH:22][CH:23]=2)=[CH:16][CH:17]=1)[OH:7])=[O:4]. Reported procedure: To a solution of 2,2-Difluoro-1-[(4S,5R)-4-fluoromethyl-5-(4-{6-[(3-fluoro-propylamino)-methyl]-pyridin-3-yl}-phenyl)-2,2-dimethyl-oxazolidin-3-yl]-ethanone (0.113 g, 0.249 mmol) in CH2Cl2 (5 mL) is added trifluoroacetic acid (1.0 mL) at 0° C. The resulting reaction mixture is stirred at room temperature for 5 hours. Solvent is evaporated under reduced pressure and the crude residue is diluted with aqueous bicarbonate solution and extracted with ethyl acetate. Organic layer is dried over sodium ...